This data is from the Open Reaction Database (ORD), a public repository of structured organic reaction records. The task is: describe an organic reaction: reactants, conditions, products, and yield The reactants are C1(=CC=C(C=C1)C(=O)N1CC2=C(CC1)OC=C2)\C=C\C2=CC=CC=C2 ((E)-5-(4-stilbenecarbonyl)-4,5,6,7-tetrahydrofuro[3,2-c]pyridine), CNC (dimethylamine), C=O (formaldehyde). Solvent: C(C)(=O)O (acetic acid). Run at temperature 100 celsius, time 60 minute. The product is CN(C)CC1=CC=2CN(CCC2O1)C(=O)C1=CC=C(C=C1)\C=C\C1=CC=CC=C1 ((E)-N,N-dimethyl-[5-(4-stilbenecarbonyl)-4,5,6,7-tetrahydrofuro[3,2-c]pyridin-2-ylmethyl]amine). Reaction SMILES: [C:1]1(/[CH:18]=[CH:19]/[C:20]2[CH:25]=[CH:24][CH:23]=[CH:22][CH:21]=2)[CH:6]=[CH:5][C:4]([C:7]([N:9]2[CH2:14][CH2:13][C:12]3[O:15][CH:16]=[CH:17][C:11]=3[CH2:10]2)=[O:8])=[CH:3][CH:2]=1.[CH3:26][NH:27][CH3:28].[CH2:29]=O>C(O)(=O)C>[CH3:26][N:27]([CH2:29][C:16]1[O:15][C:12]2[CH2:13][CH2:14][N:9]([C:7]([C:4]3[CH:3]=[CH:2][C:1](/[CH:18]=[CH:19]/[C:20]4[CH:25]=[CH:24][CH:23]=[CH:22][CH:21]=4)=[CH:6][CH:5]=3)=[O:8])[CH2:10][C:11]=2[CH:17]=1)[CH3:28]. Procedure: To a solution of 0.280 g (0.850 mmol) of (E)-5-(4-stilbenecarbonyl)-4,5,6,7-tetrahydrofuro[3,2-c]pyridine in 20 ml of acetic acid, 0.115 ml (1.28 mmol) of 50% aqueous dimethylamine and 0.103 ml (1.28 mmol) of 37% aqueous formaldehyde were added, followed by stirring at 100° C. for 60 minutes. After the solvent was distilled off under reduced pressure, the residual solution was alkalified with 5% aqueous solution of sodium hydrogen carbonate, and extracted with dichloromethane 2 times. The combin... Starting materials: CC12CCC3C(CC(C(=O)O)C4CC(=O)CCC43C)C1CCC2=O, CO, CCN=C=NCCCN(C)C, CN(C)c1ccncc1, ClCCl, O. Product: COC(=O)C1CC2C3CCC(=O)C3(C)CCC2C2(C)CCC(=O)CC12. RXN SMILES: [C:1](=[O:2])([OH:3])[CH:4]1[CH2:5][CH:6]2[CH:7]3[CH2:8][CH2:9][C:10](=[O:24])[C:11]3([CH3:12])[CH2:13][CH2:14][CH:15]2[C:16]2([CH3:23])[CH2:17][CH2:18][C:19](=[O:22])[CH2:20][CH:21]12.[CH3:25][OH:26].[CH3:27][CH2:28][N:29]=[C:30]=[N:31][CH2:32][CH2:33][CH2:34][N:35]([CH3:36])[CH3:37].[CH3:42][N:43]([c:44]1[cH:45][cH:46][n:47][cH:48][cH:49]1)[CH3:50].[Cl:39][CH2:40][Cl:41].[OH2:38]>>[C:1]([O:2][CH3:27])(=[O:3])[CH:4]1[CH2:5][CH:6]2[CH:7]3[CH2:8][CH2:9][C:10](=[O:24])[C:11]3([CH3:12])[CH2:13][CH2:14][CH:15]2[C:16]2([CH3:23])[CH2:17][CH2:18][C:19](=[O:22])[CH2:20][CH:21]12.